From a dataset of the Open Reaction Database (ORD), a public repository of structured organic reaction records. describe an organic reaction: reactants, conditions, products, and yield The reactants are O[C@H]1C[C@@H](CC2=CC[C@H]3[C@@H]4CC[C@H]([C@@H](CCC(C(C)C)OC(C5=CC=CC=C5)=O)C)[C@]4(CC[C@@H]3[C@@]12C)C)OC(C1=CC=CC=C1)=O (1α-hydroxy-3β,24-dibenzoyloxycholest-5-ene), C(C)(=O)O[C@H]1C[C@@H](CC2=CC[C@H]3[C@@H]4CC[C@H]([C@@H](CCC(C(C)C)OC(C)=O)C)[C@]4(CC[C@@H]3[C@@]12C)C)OC(C)=O (1α,3β,24-triacetoxycholest-5-ene), BrN1C(=O)N(C(=O)C1(C)C)Br (1,3-dibromo-5,5-dimethylhydantoine), COP(OC)OC (trimethylphosphite). Run in CCCCCC (n-hexane), C=1(C(=CC=CC1)C)C (xylene), C=1(C(=CC=CC1)C)C (xylene). Conditions: time 90 minute. Yields the product C(C)(=O)O[C@H]1C[C@@H](CC2=CC=C3[C@@H]4CC[C@H]([C@@H](CCC(C(C)C)OC(C)=O)C)[C@]4(CC[C@@H]3[C@@]12C)C)OC(C)=O (1α,3β,24-triacetoxycholesta-5,7-diene). As a reaction SMILES: [C:1]([O:4][C@@H:5]1[C@@:33]2([CH3:34])[C:9](=[CH:10][CH2:11][C@@H:12]3[C@@H:32]2[CH2:31][CH2:30][C@@:29]2([CH3:35])[C@H:13]3[CH2:14][CH2:15][C@@H:16]2[C@H:17]([CH3:28])[CH2:18][CH2:19][CH:20]([O:24][C:25](=[O:27])[CH3:26])[CH:21]([CH3:23])[CH3:22])[CH2:8][C@@H:7]([O:36][C:37](=[O:39])[CH3:38])[CH2:6]1)(=[O:3])[CH3:2].BrN1C(C)(C)C(=O)N(Br)C1=O.COP(OC)OC.O[C@@H]1[C@@]2(C)C(=CC[C@@H]3[C@@H]2CC[C@@]2(C)[C@H]3CC[C@@H]2[C@H](C)CCC(OC(=O)C2C=CC=CC=2)C(C)C)C[C@@H](OC(=O)C2C=CC=CC=2)C1>C1(C)C(C)=CC=CC=1.CCCCCC>[C:1]([O:4][C@@H:5]1[C@@:33]2([CH3:34])[C:9](=[CH:10][CH:11]=[C:12]3[C@@H:32]2[CH2:31][CH2:30][C@@:29]2([CH3:35])[C@H:13]3[CH2:14][CH2:15][C@@H:16]2[C@H:17]([CH3:28])[CH2:18][CH2:19][CH:20]([O:24][C:25](=[O:27])[CH3:26])[CH:21]([CH3:23])[CH3:22])[CH2:8][C@@H:7]([O:36][C:37](=[O:39])[CH3:38])[CH2:6]1)(=[O:3])[CH3:2]. Reported procedure: 150 mg of 1α,3β,24-triacetoxycholest-5-ene was reacted with 45 mg of 1,3-dibromo-5,5-dimethylhydantoine in 3 ml. of n-hexane for 15 minutes under reflux. The reaction mixture was cooled, and the resulting crystals were removed by filtration. The filtrate was concentrated at reduced pressure to afford a yellow oily substance. To this substance was added 1.3 ml. of xylene. The resulting solution was added dropwise over the course of about 15 minutes to a solution of 0.25 ml. of trimethylphosphite ... Starting materials: Cc1ccc(NCc2nnn(C)n2)c(C)c1, COC(OC)C1(C)Oc2ccc([N+](=O)[O-])cc2C2OC21. Yields the product COC(OC)C1(C)Oc2ccc([N+](=O)[O-])cc2C(N(Cc2nnn(C)n2)c2ccc(C)cc2C)C1O. Reaction SMILES: [CH3:21][c:22]1[c:23]([NH:29][CH2:30][c:31]2[n:32][n:33][n:34]([CH3:36])[n:35]2)[cH:24][cH:25][c:26]([CH3:28])[cH:27]1.[N+:1](=[O:2])([O-:3])[c:4]1[cH:5][cH:6][c:7]2[c:8]([cH:20]1)[CH:9]1[CH:10]([C:11]([CH:13]([O:14][CH3:15])[O:16][CH3:17])([CH3:18])[O:12]2)[O:19]1>>[N+:1](=[O:2])([O-:3])[c:4]1[cH:5][cH:6][c:7]2[c:8]([cH:20]1)[CH:9]([N:29]([c:23]1[c:22]([CH3:21])[cH:27][c:26]([CH3:28])[cH:25][cH:24]1)[CH2:30][c:31]1[n:32][n:33][n:34]([CH3:36])[n:35]1)[CH:10]([OH:19])[C:11]([CH:13]([O:14][CH3:15])[O:16][CH3:17])([CH3:18])[O:12]2. The reactants are CCN=C=NCCCN(C)C (EDCI), C(C)(=O)O[C@@H](C(=O)O)[C@@H]1C(N(CCO1)C1=CC=C(C=C1)C(F)(F)F)=O ((R)-2-acetoxy-2-((R)-3-oxo-4-(4-(trifluoromethyl)phenyl)morpholin-2-yl)acetic acid), NC1=CC=C(C=C1)C=1NOC(N1)=O (3-(4-aminophenyl)-1,2,4-oxadiazol-5(2H)-one). The reagents and catalysts are CN(C)C=1C=CN=CC1 (DMAP). The solvent is CC#N (MeCN). Run at time 2 hour. The product is C(C)(=O)O[C@@H](C(NC1=CC=C(C=C1)C1=NOC(N1)=O)=O)[C@@H]1C(N(CCO1)C1=CC=C(C=C1)C(F)(F)F)=O ((R)-2-oxo-2-(4-(5-oxo-4,5-dihydro-1,2,4-oxadiazol-3-yl)phenylamino)-1-((R)-3-oxo-4-(4-(trifluoromethyl)phenyl)morpholin-2-yl)ethyl acetate). Yield: 42.3%. Reaction SMILES: [C:1]([O:4][C@H:5]([C@H:9]1[O:14][CH2:13][CH2:12][N:11]([C:15]2[CH:20]=[CH:19][C:18]([C:21]([F:24])([F:23])[F:22])=[CH:17][CH:16]=2)[C:10]1=[O:25])[C:6](O)=[O:7])(=[O:3])[CH3:2].[NH2:26][C:27]1[CH:32]=[CH:31][C:30]([C:33]2[NH:34][O:35][C:36](=[O:38])[N:37]=2)=[CH:29][CH:28]=1.CCN=C=NCCCN(C)C>CN(C1C=CN=CC=1)C.CC#N>[C:1]([O:4][C@H:5]([C@H:9]1[O:14][CH2:13][CH2:12][N:11]([C:15]2[CH:20]=[CH:19][C:18]([C:21]([F:22])([F:24])[F:23])=[CH:17][CH:16]=2)[C:10]1=[O:25])[C:6](=[O:7])[NH:26][C:27]1[CH:28]=[CH:29][C:30]([C:33]2[NH:37][C:36](=[O:38])[O:35][N:34]=2)=[CH:31][CH:32]=1)(=[O:3])[CH3:2]. Reported procedure: To a stirred mixture of compound 93-3 (175 mg, 0.50 mmol), DMAP (12 mg, 20 mmol %), and 3-(4-aminophenyl)-1,2,4-oxadiazol-5(2H)-one 1 (177 mg, 2 eq) in MeCN (2.5 ml) at 0° C., EDCI (191 mg, 2 eq) was added. The resulting mixture was stirred at RT for 2 h. The volatile materials were removed on the rotavap. The residue was purified by silica gel chromatography (MeOH/DCM 0 to 10%) to give compound 96-1 (110 mg). The reactants are ClCCCCCC1CC2CC1C1C3C=CC(C3)C21, O=C1CCCC1. Yields the product OC1(CCCCCC2CC3CC2C2C4C=CC(C4)C32)CCCC1. As a reaction SMILES: [Cl:7][CH2:8][CH2:9][CH2:10][CH2:11][CH2:12][CH:13]1[CH:14]2[CH:15]3[CH:16]4[CH:17]=[CH:18][CH:19]([CH:20]3[CH:21]([CH2:22]1)[CH2:23]2)[CH2:24]4.[O:1]=[C:2]1[CH2:3][CH2:4][CH2:5][CH2:6]1>>[OH:1][C:2]1([CH2:8][CH2:9][CH2:10][CH2:11][CH2:12][CH:13]2[CH:14]3[CH:15]4[CH:16]5[CH:17]=[CH:18][CH:19]([CH:20]4[CH:21]([CH2:22]2)[CH2:23]3)[CH2:24]5)[CH2:3][CH2:4][CH2:5][CH2:6]1. Reactants: FC=1C=C(C=C(C1)F)C1=C(C(C2=CC(=CC=C12)O)=O)C=1C=NC=CC1 (3-(3,5-difluorophenyl)-6-hydroxy-2-(pyridin-3-yl)-1H-inden-1-one), C1=CC=C(C=C1)P(C2=CC=CC=C2)C3=CC=CC=C3 (PPh3), CC(C)OC(=O)/N=N/C(=O)OC(C)C (DIAD), BrC=1C(C2=CC(=CC=C2C1C1=CC=CC=C1)O)=O (2-bromo-6-hydroxy-3-phenyl-1H-inden-1-one), OCCN1CCS(CC1)(=O)=O (4-(2-hydroxyethyl)thiomorpholine-1,1-dioxide). Conditions: time 13 hour. The product is O=S1(CCN(CC1)CCOC1=CC=C2C(=C(C(C2=C1)=O)C=1C=NC=CC1)C1=CC(=CC(=C1)F)F)=O (6-[2-(1,1-dioxothiomorpholin-4-yl)ethoxy]-3-(3,5-difluorophenyl)-2-(pyridin-3-yl)-1H-inden-1-one). RXN SMILES: [F:1][C:2]1[CH:3]=[C:4]([C:9]2[C:17]3[C:12](=[CH:13][C:14]([OH:18])=[CH:15][CH:16]=3)[C:11](=[O:19])[C:10]=2[C:20]2[CH:21]=[N:22][CH:23]=[CH:24][CH:25]=2)[CH:5]=[C:6]([F:8])[CH:7]=1.BrC1C(=O)C2C(C=1C1C=CC=CC=1)=CC=C(O)C=2.O[CH2:45][CH2:46][N:47]1[CH2:52][CH2:51][S:50](=[O:54])(=[O:53])[CH2:49][CH2:48]1.C1C=CC(P(C2C=CC=CC=2)C2C=CC=CC=2)=CC=1.CC(OC(/N=N/C(OC(C)C)=O)=O)C>>[O:53]=[S:50]1(=[O:54])[CH2:51][CH2:52][N:47]([CH2:46][CH2:45][O:18][C:14]2[CH:13]=[C:12]3[C:17]([C:9]([C:4]4[CH:3]=[C:2]([F:1])[CH:7]=[C:6]([F:8])[CH:5]=4)=[C:10]([C:20]4[CH:21]=[N:22][CH:23]=[CH:24][CH:25]=4)[C:11]3=[O:19])=[CH:16][CH:15]=2)[CH2:48][CH2:49]1. Procedure details: The procedure of Step 6 of Example 1 was repeated except for using 3-(3,5-difluorophenyl)-6-hydroxy-2-(pyridin-3-yl)-1H-inden-1-one obtained in Step 1 of Example 64 as a starting material instead of 2-bromo-6-hydroxy-3-phenyl-1H-inden-1-one, 4-(2-hydroxyethyl)thiomorpholine-1,1-dioxide (2.0 eq) instead of 4-(2-hydroxyethyl)morpholine, using 2 equivalents of PPh3 and DIAD, and being stirred for 13 h to provide 6-[2-(1,1-dioxothiomorpholin-4-yl)ethoxy]-3-(3,5-difluorophenyl)-2-(pyridin-3-yl)-1H-in... Reactants: O=C1C=CC(=NN1)C=1C=C(C#N)C=CC1 (3-(6-oxo-1,6-dihydropyridazin-3-yl)benzonitrile), N(=NC(=O)OC(C)(C)C)C(=O)OC(C)(C)C (di-tert-butyl azodicarboxylate), CN1CCN(CC1)C=1C=NC(=NC1)C=1C=C(C=CC1)CO ({3-[5-(4-methylpiperazin-1-yl)pyrimidin-2-yl]phenyl}-methanol), C1(=CC=CC=C1)P(C1=CC=CC=C1)C1=CC=CC=C1 (triphenylphosphine), C1(=CC=CC=C1)P(C1=CC=CC=C1)C1=CC=CC=C1 (triphenylphosphine), N(=NC(=O)OC(C)(C)C)C(=O)OC(C)(C)C (di-tert-butyl azodicarboxylate). The solvent is CN(C)C=O (DMF). Reaction conditions: time 30 minute. Yields the product CN1CCN(CC1)C=1C=NC(=NC1)C=1C=C(CN2N=C(C=CC2=O)C=2C=C(C#N)C=CC2)C=CC1 (3-(1-{3-[5-(4-methylpiperazin-1-yl)pyrimidin-2-yl]benzyl}-6-oxo-1,6-dihydropyridazin-3-yl)benzonitrile). RXN SMILES: [O:1]=[C:2]1[NH:7][N:6]=[C:5]([C:8]2[CH:9]=[C:10]([CH:13]=[CH:14][CH:15]=2)[C:11]#[N:12])[CH:4]=[CH:3]1.[CH3:16][N:17]1[CH2:22][CH2:21][N:20]([C:23]2[CH:24]=[N:25][C:26]([C:29]3[CH:30]=[C:31]([CH2:35]O)[CH:32]=[CH:33][CH:34]=3)=[N:27][CH:28]=2)[CH2:19][CH2:18]1.C1(P(C2C=CC=CC=2)C2C=CC=CC=2)C=CC=CC=1.N(C(OC(C)(C)C)=O)=NC(OC(C)(C)C)=O>CN(C=O)C>[CH3:16][N:17]1[CH2:18][CH2:19][N:20]([C:23]2[CH:28]=[N:27][C:26]([C:29]3[CH:30]=[C:31]([CH:32]=[CH:33][CH:34]=3)[CH2:35][N:7]3[C:2](=[O:1])[CH:3]=[CH:4][C:5]([C:8]4[CH:9]=[C:10]([CH:13]=[CH:14][CH:15]=4)[C:11]#[N:12])=[N:6]3)=[N:25][CH:24]=2)[CH2:21][CH2:22]1. Procedure details: 149 mg (0.76 mmol) of 3-(6-oxo-1,6-dihydropyridazin-3-yl)benzonitrile and 256 mg (0.76 mmol) of {3-[5-(4-methylpiperazin-1-yl)pyrimidin-2-yl]phenyl}-methanol are suspended in 5 ml of DMF with 378 mg (1.13 mmol) of polymer-bound triphenylphosphine (about 3 mmol of triphenylphosphine per g) and shaken at room temperature for 30 min. 266 mg (1.134 mmol) of di-tert-butyl azodicarboxylate are added. The reaction mixture is shaken at room temperature for 2 h. A further 378 mg (1.13 mmol) of polymer-bo...